This data is from the Open Reaction Database (ORD), a public repository of structured organic reaction records. The task is: describe an organic reaction: reactants, conditions, products, and yield Reactants: C1(=CC=CC=C1)OC(NC=1C(=NC(=C(C1)CC)C)OC)=S (Phenyl-N-(5-ethyl-2-methoxy-6-methylpyridin-3-yl)thiocarbamate), COC1=C(C=CC=C1)N1CCNCC1 (1-(2-methoxyphenyl)piperazine). Product: C(C)C=1C=C(C(=NC1C)OC)NC(=S)N1CCN(CC1)C1=C(C=CC=C1)OC (1-[(5-ethyl-2-methoxy-6-methylpyridin-3-yl)aminothiocarbonyl]-4-(2-methoxyphenyl)piperazine). Isolated yield 93.0%. RXN SMILES: C1(O[C:8](=[S:21])[NH:9][C:10]2[C:11]([O:19][CH3:20])=[N:12][C:13]([CH3:18])=[C:14]([CH2:16][CH3:17])[CH:15]=2)C=CC=CC=1.[CH3:22][O:23][C:24]1[CH:29]=[CH:28][CH:27]=[CH:26][C:25]=1[N:30]1[CH2:35][CH2:34][NH:33][CH2:32][CH2:31]1>>[CH2:16]([C:14]1[CH:15]=[C:10]([NH:9][C:8]([N:33]2[CH2:32][CH2:31][N:30]([C:25]3[CH:26]=[CH:27][CH:28]=[CH:29][C:24]=3[O:23][CH3:22])[CH2:35][CH2:34]2)=[S:21])[C:11]([O:19][CH3:20])=[N:12][C:13]=1[CH3:18])[CH3:17]. Procedure: Phenyl-N-(5-ethyl-2-methoxy-6-methylpyridin-3-yl)thiocarbamate and 1-(2-methoxyphenyl)piperazine were reacted by the same way with the example 1 to obtain the titled compound.